Dataset: the Open Reaction Database (ORD), a public repository of structured organic reaction records. Task: describe an organic reaction: reactants, conditions, products, and yield Reactants: CC(C)(C)OC(=O)N1CCNCC1, O=C([O-])[O-], CN1CCCC1=O, Clc1cnc(Cl)cn1, [K+], [K+], O. Yields the product CC(C)(C)OC(=O)N1CCN(c2cnc(Cl)cn2)CC1. RXN SMILES: [C:16]([CH3:17])([CH3:18])([CH3:19])[O:20][C:21](=[O:22])[N:23]1[CH2:24][CH2:25][NH:26][CH2:27][CH2:28]1.[C:29](=[O:30])([O-:31])[O-:32].[CH3:1][N:2]1[CH2:3][CH2:4][CH2:5][C:6]1=[O:7].[Cl:8][c:9]1[n:10][cH:11][c:12]([Cl:15])[n:13][cH:14]1.[K+:33].[K+:34].[OH2:35]>>[c:9]1([N:26]2[CH2:25][CH2:24][N:23]([C:21]([O:20][C:16]([CH3:17])([CH3:18])[CH3:19])=[O:22])[CH2:28][CH2:27]2)[n:10][cH:11][c:12]([Cl:15])[n:13][cH:14]1. The reactants are CC1=CN(C2=NC=CC(=C21)C=2C=NC1=CC=CC=C1C2)C2=C(C(=O)N)C=CC=C2 ((3-Methyl-4-(quinolin-3-yl)-1H-pyrrolo[2,3-b]pyridin-1-yl}benzamide), BrC1=C(C#N)C=CC(=C1)N1C=C(C=2C1=NC=CC2C=2C=NC1=CC=CC=C1C2)C (2-Bromo-4-{3-methyl-4-(quinolin-3-yl)-1H-pyrrolo[2,3-b]pyridin-1-yl}benzonitrile), O1CCC(CC1)N (tetrahydro-2H-pyran-4-amine). Yields the product crude product, O1CCC(CC1)NC1=C(C#N)C=CC(=C1)N1C=C(C=2C1=NC=CC2C=2C=NC1=CC=CC=C1C2)C (2-(tetrahydro-2H-pyran-4-ylamino)-4-{3-methyl-4-(quinolin-3-yl)-1H-pyrrolo[2,3-b]pyridin-1-yl}benzonitrile). Yield: 4.0%. RXN SMILES: Br[C:2]1[CH:9]=[C:8]([N:10]2[C:14]3=[N:15][CH:16]=[CH:17][C:18]([C:19]4[CH:20]=[N:21][C:22]5[C:27]([CH:28]=4)=[CH:26][CH:25]=[CH:24][CH:23]=5)=[C:13]3[C:12]([CH3:29])=[CH:11]2)[CH:7]=[CH:6][C:3]=1[C:4]#[N:5].[O:30]1[CH2:35][CH2:34][CH:33]([NH2:36])[CH2:32][CH2:31]1.CC1C2C(=NC=CC=2C2C=NC3C(C=2)=CC=CC=3)N(C2C=CC=CC=2C(N)=O)C=1>>[O:30]1[CH2:35][CH2:34][CH:33]([NH:36][C:2]2[CH:9]=[C:8]([N:10]3[C:14]4=[N:15][CH:16]=[CH:17][C:18]([C:19]5[CH:20]=[N:21][C:22]6[C:27]([CH:28]=5)=[CH:26][CH:25]=[CH:24][CH:23]=6)=[C:13]4[C:12]([CH3:29])=[CH:11]3)[CH:7]=[CH:6][C:3]=2[C:4]#[N:5])[CH2:32][CH2:31]1. Procedure details: According to Example 1(6), a crude product of 2-(tetrahydro-2H-pyran-4-ylamino)-4-{3-methyl-4-(quinolin-3-yl)-1H-pyrrolo[2,3-b]pyridin-1-yl}benzonitrile was prepared using compound (40f) instead of compound (1e) and using tetrahydro-2H-pyran-4-amine instead of trans-aminocyclohexanol and was used in the subsequent reaction without being purified. According to Example 1(7), compound (53) (the second stage yield: 4%) was prepared as a white solid using 2-(tetrahydro-2H-pyran-4-ylamino)-4-{(3-methy... Starting materials: C(C1=CC=CC=C1)OC=1C=C2C=CN(C2=CC1)CC1=CC=C(C=C1)F (5-benzyloxy-1-(4-fluorobenzyl)indole), C(C(=O)Cl)(=O)Cl (oxalyl chloride). Solvent: C1CCOC1 (THF), C1CCOC1 (THF). Product: C(C1=CC=CC=C1)OC=1C=C2C(=CN(C2=CC1)CC1=CC=C(C=C1)F)C(C(=O)Cl)=O (5-benzyloxy-1-(4-fluorobenzyl)indol-3-ylglyoxylyl chloride). Reaction SMILES: [CH2:1]([O:8][C:9]1[CH:10]=[C:11]2[C:15](=[CH:16][CH:17]=1)[N:14]([CH2:18][C:19]1[CH:24]=[CH:23][C:22]([F:25])=[CH:21][CH:20]=1)[CH:13]=[CH:12]2)[C:2]1[CH:7]=[CH:6][CH:5]=[CH:4][CH:3]=1.[C:26](Cl)(=[O:30])[C:27]([Cl:29])=[O:28]>C1COCC1>[CH2:1]([O:8][C:9]1[CH:10]=[C:11]2[C:15](=[CH:16][CH:17]=1)[N:14]([CH2:18][C:19]1[CH:20]=[CH:21][C:22]([F:25])=[CH:23][CH:24]=1)[CH:13]=[C:12]2[C:26](=[O:30])[C:27]([Cl:29])=[O:28])[C:2]1[CH:7]=[CH:6][CH:5]=[CH:4][CH:3]=1. Reported procedure: A solution of 5-benzyloxy-1-(4-fluorobenzyl)indole in 200 ml of THF is cooled under a N2 atmosphere to 0° C. While stirring and cooling further, a solution of oxalyl chloride in 100 ml of THF is added dropwise in such a way that the internal temperature does not exceed 10° C. The reaction mixture is then boiled under reflux for 2 hours. The solvent is distilled out as completely as possible in vacuo at a bath temperature of 50–60° C. The crude product remains as residue and crystallizes on cooli...